From a dataset of the Open Reaction Database (ORD), a public repository of structured organic reaction records. describe an organic reaction: reactants, conditions, products, and yield The reactants are palladium tetrakistriphenylphosphine, ClC1=NC2=C(C=CC=C2C(=C1C)Cl)Cl (2,4,8-trichloro-3-methylquinoline), C(CCC)[Sn](C1=NC=CC=C1)(CCCC)CCCC (2-(tributylstannyl)pyridine). Solvent: C1(=CC=CC=C1)C (toluene). The product is dichloride, ClC1=C(C(=NC2=C(C=CC=C12)Cl)C1=NC=CC=C1)C (4,8-dichloro-3-methyl-2-(pyridin-2-yl)quinoline). Reaction SMILES: Cl[C:2]1[C:11]([CH3:12])=[C:10]([Cl:13])[C:9]2[C:4](=[C:5]([Cl:14])[CH:6]=[CH:7][CH:8]=2)[N:3]=1.C([Sn](CCCC)(CCCC)[C:20]1[CH:25]=[CH:24][CH:23]=[CH:22][N:21]=1)CCC>C1(C)C=CC=CC=1>[Cl:13][C:10]1[C:9]2[C:4](=[C:5]([Cl:14])[CH:6]=[CH:7][CH:8]=2)[N:3]=[C:2]([C:20]2[CH:25]=[CH:24][CH:23]=[CH:22][N:21]=2)[C:11]=1[CH3:12]. Procedure details: The dichloride was prepared according to Procedure E using 2,4,8-trichloro-3-methylquinoline (0.475 g, 1.927 mmol), 2-(tributylstannyl)pyridine (0.780 mL, 2.120 mmol), palladium tetrakistriphenylphosphine (0.223 g, 0.193 mmol) in toluene (3.85 mL) to give 4,8-dichloro-3-methyl-2-(pyridin-2-yl)quinoline as a white solid. Mass Spectrum (ESI) m/e=289.0 (M+1). RXN SMILES: [NH2:1][C@H:2]1[CH2:22][C@@H:6]2[CH2:7][N:8]([C:14](=[O:21])[C:15]3[CH:20]=[CH:19][CH:18]=[CH:17][CH:16]=3)[C:9]3[CH:10]=[CH:11][C:12]([Br:13])=[C:4]([C:5]=32)[CH2:3]1.[CH2:23](I)[CH2:24][CH3:25].[C:27]([O-])([O-])=O.[K+].[K+].[CH3:33][C:34]#N>>[C:14]([N:8]1[C:9]2[CH:10]=[CH:11][C:12]([Br:13])=[C:4]3[CH2:3][C@@H:2]([N:1]([CH2:27][CH2:34][CH3:33])[CH2:23][CH2:24][CH3:25])[CH2:22][C@@H:6]([C:5]=23)[CH2:7]1)(=[O:21])[C:15]1[CH:16]=[CH:17][CH:18]=[CH:19][CH:20]=1 |f:2.3.4|. The reactants are product, N[C@@H]1CC=2C=3[C@@H](CN(C3C=CC2Br)C(C2=CC=CC=C2)=O)C1 ((2aS,4S)-4-amino-1-benzoyl-6-bromo-1,2,2a,3,4,5-hexahydrobenz[cd]indole), C(CC)I (n-propyliodide), C(=O)([O-])[O-].[K+].[K+] (K2CO3), CC#N (CH3CN). Yields the product C(C1=CC=CC=C1)(=O)N1C[C@@H]2C=3C(=C(C=CC13)Br)C[C@H](C2)N(CCC)CCC ((2aS,4S)-1-benzoyl-6-bromo-4-(di-n-propylamino)-1,2,2a,3,4,5-hexahydrobenz[cd]indole). Procedure details: Using the procedure of Example 4D, the reaction of (2aS,4S)-4-amino-1-benzoyl-6-bromo-1,2,2a,3,4,5-hexahydrobenz[cd]indole(5.4 g, 0.015 mol) with n-propyliodide (10.2 g, 0.06 mol) in the presence of K2CO3 (8.28 g, 0.06 mol) in 200 ml of CH3CN gave, after chromatography, 3.1 g of product. Starting materials: NC1=CC=C(OC)C=C1, CC1=CC(C)=C(S(=O)(Cl)=O)C(C)=C1. Reagents/catalysts: O=C([O-])O.[Na+] (NaHCO3). The solvent is O (water), OCCOCCOCCOCCOCCO (PEG400), CC(C)=O (acetone). Run at temperature 25 celsius, pressure 100 psi, time 20 minute. Yields the product COc1ccc(NS(=O)(=O)c2c(C)cc(C)cc2C)cc1. The yield is 100.0%. Starting materials: crude product, B(F)(F)F (BF3), 84, CC(CCl)CC1=CC=CC=C1 (2-methyl-3-phenyl-propyl chloride), B(F)(F)F (BF3), C(C)(C)(C)Cl (tert.-butyl chloride). The solvent is O (water). The product is CC(CCl)CC1=CC=CC=C1 (2-methyl-3-phenyl-propyl chloride), CC(CCl)CC1=CC=C(C=C1)C(C)(C)C (2-methyl-3-(p-tert.-butylphenyl)-propyl chloride). RXN SMILES: B(F)(F)F.[CH3:5][CH:6]([CH2:9][C:10]1[CH:15]=[CH:14][CH:13]=[CH:12][CH:11]=1)[CH2:7][Cl:8].[C:16](Cl)([CH3:19])([CH3:18])[CH3:17]>O>[CH3:5][CH:6]([CH2:9][C:10]1[CH:15]=[CH:14][CH:13]=[CH:12][CH:11]=1)[CH2:7][Cl:8].[CH3:5][CH:6]([CH2:9][C:10]1[CH:15]=[CH:14][C:13]([C:16]([CH3:19])([CH3:18])[CH3:17])=[CH:12][CH:11]=1)[CH2:7][Cl:8]. Reported procedure: BF3 is passed for 30 minutes into a mixture of 84 parts by weight of 2-methyl-3-phenyl-propyl chloride and 50 ml of BF3 ·2H2O at room temperature. 56 parts by weight of tert.-butyl chloride are then added dropwise at room temperature. The mixture is refluxed for 4 hours and is then allowed to cool; the crude product is introduced into water and extracted with chloroform. The organic phase is separated off, washed with water, dried over Na2CO3 and distilled. 30 parts by weight of 2-methyl-3-pheny... Product: CN(C)CCc1csc2ccc(N)cc12. As a reaction SMILES: [Br:1][c:2]1[cH:3][cH:4][c:5]2[c:6]([c:7]([CH2:10][CH2:11][N:12]([CH3:13])[CH3:14])[cH:8][s:9]2)[cH:15]1.[CH2:16]([Li:17])[CH2:18][CH2:19][CH3:20].[CH3:39][O:40][CH2:41][CH2:42][O:43][Al+:44][O:45][CH2:46][CH2:47][O:48][CH3:49].[H-:38].[H-:51].[H-:52].[Na+:50].[Na+:54].[O:55]1[CH2:56][CH2:57][CH2:58][CH2:59]1.[OH-:53].[OH2:60].[c:21]1([P:22]([c:25]2[cH:26][cH:27][cH:28][cH:29][cH:30]2)(=[O:31])[N:35]=[N+:23]=[N-:24])[cH:32][cH:33][cH:34][cH:36][cH:37]1>>[c:2]1([NH2:35])[cH:3][cH:4][c:5]2[c:6]([c:7]([CH2:10][CH2:11][N:12]([CH3:13])[CH3:14])[cH:8][s:9]2)[cH:15]1. The reactants are CN(C)CCc1csc2ccc(Br)cc12, [Li]CCCC, COCCO[Al+]OCCOC, [H-], [H-], [H-], [Na+], [Na+], C1CCOC1, [OH-], O, [N-]=[N+]=NP(=O)(c1ccccc1)c1ccccc1. Starting materials: FC1=C(OC2=C3C(=NC=C2)C=C(S3)C(=O)NN(C)C)C=CC(=C1)[N+](=O)[O-] (7-(2-Fluoro-4-nitrophenoxy)-N′,N′-dimethylthieno[3,2-b]pyridine-2-carbohydrazide), ClC1=C2C(=NC=C1)C=C(S2)C(=O)N(N(C)C)C (7-Chloro-N,N′,N′-trimethylthieno[3,2-b]pyridine-2-carbohydrazide). Product: FC1=C(OC2=C3C(=NC=C2)C=C(S3)C(=O)N(N(C)C)C)C=CC(=C1)[N+](=O)[O-] (7-(2-Fluoro-4-nitrophenoxy)-N,N′,N′-trimethylthieno[3,2-b]pyridine-2-carbohydrazide). Isolated yield 66.0%. Reaction SMILES: [F:1][C:2]1[CH:23]=[C:22]([N+:24]([O-:26])=[O:25])[CH:21]=[CH:20][C:3]=1[O:4][C:5]1[CH:10]=[CH:9][N:8]=[C:7]2[CH:11]=[C:12]([C:14]([NH:16][N:17]([CH3:19])[CH3:18])=[O:15])[S:13][C:6]=12.Cl[C:28]1C=CN=C2C=C(C(N(C)N(C)C)=O)SC=12>>[F:1][C:2]1[CH:23]=[C:22]([N+:24]([O-:26])=[O:25])[CH:21]=[CH:20][C:3]=1[O:4][C:5]1[CH:10]=[CH:9][N:8]=[C:7]2[CH:11]=[C:12]([C:14]([N:16]([CH3:28])[N:17]([CH3:19])[CH3:18])=[O:15])[S:13][C:6]=12. Procedure: Following the procedure described above for compound 238 (step 2, example 95, scheme 63) but replacing chloride 237 with compound 242, title compound 243 was obtained in 66% yield. MS (m/z): (M+1) 391.1 (100%).